Dataset: the Open Reaction Database (ORD), a public repository of structured organic reaction records. Task: describe an organic reaction: reactants, conditions, products, and yield Starting materials: COC1=CC=C(C=C1)C(CC(C)=O)=O (1-(4-methoxyphenyl)-1,3-butanedione), [OH-].[NH4+] (ammonium hydroxide), CO (methanol). Conditions: time 4 hour. Product: COC1=CC=C(C=C1)C(C=C(N)C)=O (3-(4-methoxyphenyl)-1-methyl-3-oxo-1-propenamine), COC1=CC=C(C=C1)C(=C(N)C)C=O (4-methoxyphenyl-1-methyl-3-oxo-1-propenamine). RXN SMILES: [CH3:1][O:2][C:3]1[CH:8]=[CH:7][C:6]([C:9](=[O:14])[CH2:10][C:11](=O)[CH3:12])=[CH:5][CH:4]=1.[OH-:15].[NH4+:16].[CH3:17]O>>[CH3:1][O:2][C:3]1[CH:8]=[CH:7][C:6]([C:9](=[O:14])[CH:10]=[C:11]([CH3:12])[NH2:16])=[CH:5][CH:4]=1.[CH3:1][O:2][C:3]1[CH:4]=[CH:5][C:6]([C:9]([CH:17]=[O:15])=[C:10]([CH3:11])[NH2:16])=[CH:7][CH:8]=1 |f:1.2|. Procedure: The intermediate 3-(4-methoxyphenyl)-1-methyl-3-oxo-1-propenamine was prepared as follows: A mixture containing 106 g of 1-(4-methoxyphenyl)-1,3-butanedione, 500 ml of methanol and 200 ml of concentrated aqueous ammonium hydroxide was allowed to stand at room temperature for 4 hours and then chilled in a refrigerator. The separated crystalline product was collected, washed with ether and dried at 90°-95° C. to yield 93.7 g of 3-(4-methoxyphenyl-1-methyl-3-oxo-1-propenamine, m.p. 126°-128° C. The reactants are C(C1=CC=CC=C1)Br (Benzyl bromide), ON1C(C(NC2=CC=C(C=C12)C(F)(F)F)=O)=O (1-hydroxy-7-trifluoromethylquinoxaline-2,3(1H,4H)-dione). The solvent is C(C)O (ethanol), P(=O)(O)(O)[O-].[K+] (potassium dihydrogen phosphate). Run at time 8 hour. Product: C(C1=CC=CC=C1)ON1C(C(NC2=CC=C(C=C12)C(F)(F)F)=O)=O (1-Benzyloxy-7-trifluoromethylquinoxaline-2,3(1H, 4H)-dione). The yield is 88.5%. Reaction SMILES: [CH2:1](Br)[C:2]1[CH:7]=[CH:6][CH:5]=[CH:4][CH:3]=1.[OH:9][N:10]1[C:19]2[C:14](=[CH:15][CH:16]=[C:17]([C:20]([F:23])([F:22])[F:21])[CH:18]=2)[NH:13][C:12](=[O:24])[C:11]1=[O:25]>C(O)C.P([O-])(O)(O)=O.[K+]>[CH2:1]([O:9][N:10]1[C:19]2[C:14](=[CH:15][CH:16]=[C:17]([C:20]([F:23])([F:21])[F:22])[CH:18]=2)[NH:13][C:12](=[O:24])[C:11]1=[O:25])[C:2]1[CH:7]=[CH:6][CH:5]=[CH:4][CH:3]=1 |f:3.4|. Procedure: Benzyl bromide (72 ml, 0.60 mol) was added to a suspension of 1-hydroxy-7-trifluoromethylquinoxaline-2,3(1H,4H)-dione (49.2 g, 0.20 mol) in 2.5 l of ethanol and 800 ml of 1M potassium dihydrogen phosphate buffer (pH 7.4). The mixture was stirred at room temperature overnight, and filtered. The precipitate was washed with water and dried to give 59.5 g (89%) of the title compound. M.p.>220° C. decomp. The reactants are C(=O)([O-])[O-].[K+].[K+] (K2CO3), C(C)(C)(C)OC(=O)NN (hydrazine carboxylic acid tert-butyl ester), ClC=1C=C(CBr)C=C(C1)Cl (3,5 Dichlorobenzyl bromide). Run in C(C)#N (acetonitrile). Yields the product C(C)(C)(C)OC(=O)N(N)CC1=CC(=CC(=C1)Cl)Cl (N-(3,5 dichlorobenzyl)hydrazine carboxylic acid tert-butyl ester). The yield is 52.7%. RXN SMILES: [Cl:1][C:2]1[CH:3]=[C:4]([CH:7]=[C:8]([Cl:10])[CH:9]=1)[CH2:5]Br.C([O-])([O-])=O.[K+].[K+].[C:17]([O:21][C:22]([NH:24][NH2:25])=[O:23])([CH3:20])([CH3:19])[CH3:18]>C(#N)C>[C:17]([O:21][C:22]([N:24]([CH2:5][C:4]1[CH:3]=[C:2]([Cl:1])[CH:9]=[C:8]([Cl:10])[CH:7]=1)[NH2:25])=[O:23])([CH3:20])([CH3:19])[CH3:18] |f:1.2.3|. Procedure details: 3,5 Dichlorobenzyl bromide (10 g, 41.7 mmol) was dissolved in 200 mL of acetonitrile and K2CO3 (11.0 g, 83.36 mmol) and hydrazine carboxylic acid tert-butyl ester (11.0 g, 83.36 mmol) were added. The resulting mixture was warmed to reflux for 3 hours. The reaction mixture was then cooled to room temperature, concentrated in vacuo, and diluted with water and EtOAc. The aqueous phase was extracted with EtOAc, and the combined organic phases were washed with brine, dried over Na2SO4, filtered and c... Reactants: CCO, NN, O, O=C1Nc2ccc([N+](=O)[O-])cc2C1=C(Nc1ccccc1)c1ccc(CN2C(=O)c3ccccc3C2=O)cc1. Product: NCc1ccc(C(Nc2ccccc2)=C2C(=O)Nc3ccc([N+](=O)[O-])cc32)cc1. Reaction SMILES: [CH3:43][CH2:44][OH:45].[NH2:41][NH2:42].[OH2:40].[c:1]1([NH:7][C:8]([c:9]2[cH:10][cH:11][c:12]([CH2:15][N:16]3[C:17](=[O:18])[c:19]4[cH:20][cH:21][cH:22][cH:23][c:24]4[C:25]3=[O:26])[cH:13][cH:14]2)=[C:27]2[C:28](=[O:39])[NH:29][c:30]3[cH:31][cH:32][c:33]([N+:36](=[O:37])[O-:38])[cH:34][c:35]32)[cH:2][cH:3][cH:4][cH:5][cH:6]1>>[c:1]1([NH:7][C:8]([c:9]2[cH:10][cH:11][c:12]([CH2:15][NH2:16])[cH:13][cH:14]2)=[C:27]2[C:28](=[O:39])[NH:29][c:30]3[cH:31][cH:32][c:33]([N+:36](=[O:37])[O-:38])[cH:34][c:35]32)[cH:2][cH:3][cH:4][cH:5][cH:6]1. Starting materials: ClC1=C(C=CC=C1)C1C(=C(NC(=C1C(=O)OC)C)COCC=1SC=C(N1)C(=O)OCC)C(=O)OCC (2-{[4-(2-chlorophenyl)-3-ethoxycarbonyl-5-methoxycarbonyl-6-methyl-1,4-dihydropyridin-2-yl]methoxymethyl}-4-ethoxycarbonylthiazole), [OH-].[NH4+] (ammonium hydroxide). The solvent is O1CCOCC1 (dioxane). Run at time 43 hour. Product: C(N)(=O)C=1N=C(SC1)COCC=1NC(=C(C(C1C(=O)OCC)C1=C(C=CC=C1)Cl)C(=O)OC)C (4-Carbamoyl-2-{[4-(2-chlorophenyl)-3-ethoxycarbonyl-5-methoxycarbonyl-6-methyl-1,4-dihydropyridin-2-yl]methoxymethyl}-thiazole). As a reaction SMILES: [Cl:1][C:2]1[CH:7]=[CH:6][CH:5]=[CH:4][C:3]=1[CH:8]1[C:13]([C:14]([O:16][CH3:17])=[O:15])=[C:12]([CH3:18])[NH:11][C:10]([CH2:19][O:20][CH2:21][C:22]2[S:23][CH:24]=[C:25]([C:27](OCC)=[O:28])[N:26]=2)=[C:9]1[C:32]([O:34][CH2:35][CH3:36])=[O:33].[OH-].[NH4+:38]>O1CCOCC1>[C:27]([C:25]1[N:26]=[C:22]([CH2:21][O:20][CH2:19][C:10]2[NH:11][C:12]([CH3:18])=[C:13]([C:14]([O:16][CH3:17])=[O:15])[CH:8]([C:3]3[CH:4]=[CH:5][CH:6]=[CH:7][C:2]=3[Cl:1])[C:9]=2[C:32]([O:34][CH2:35][CH3:36])=[O:33])[S:23][CH:24]=1)(=[O:28])[NH2:38] |f:1.2|. Procedure: A mixture of 2-{[4-(2-chlorophenyl)-3-ethoxycarbonyl-5-methoxycarbonyl-6-methyl-1,4-dihydropyridin-2-yl]methoxymethyl}-4-ethoxycarbonylthiazole (0.54 g), dioxane (20 ml) and 0.880 aqueous ammonium hydroxide solution (20 ml) was stirred at room temperature for 43 hours and then evaporated. The residue was partitioned between ethyl acetate and water and the organic layer washed with water, dried (Na2SO4) and evaporated. The residual oil was purified by chromatography on silica (t.l.c. grade, 10 g)... Starting materials: C(C)OC(C1=C(N=CC=C1)Cl)=O (2-chloronicotinic acid ethyl ester), C[O-].[Na+] (sodium methoxide). Run in CO (MeOH). Yields the product COC(C1=C(N=CC=C1)OC)=O (2-methoxynicotinic acid methyl ester). Yield: 70.9%. RXN SMILES: [CH2:1]([O:3][C:4](=[O:12])[C:5]1[CH:10]=[CH:9][CH:8]=[N:7][C:6]=1Cl)C.[CH3:13][O-:14].[Na+]>CO>[CH3:1][O:3][C:4](=[O:12])[C:5]1[CH:10]=[CH:9][CH:8]=[N:7][C:6]=1[O:14][CH3:13] |f:1.2|. Procedure: A mixture of quinoxaline-6-carboxylic acid (2 g, 11.49 mmol) and thionyl chloride (30 mL) was stirred at reflux for 2 hours. The reaction mixture was concentrated to dryness using a rotary evaporator to afford quinoxaline-6-carboxylic acid chloride (crude quantitative). A solution of the above acid chloride (11.49 mmol) in DCM (50 mL) and pyridine (20 mL) was mixed with N,O-dimethyl hydroxylamine HCl salt (2.24 g, 23 mmol) and stirred at room temperature for 12 hours. The reaction was quenched b... The reactants are C(C)(=O)N1N=C(C2=CC=CC=C12)C (1-Acetyl-3-methyl-1H-indazole), BrN1C(CCC1=O)=O (N-bromosuccinimide), C(C1=CC=CC=C1)(=O)OOC(C1=CC=CC=C1)=O (benzoyl peroxide). Solvent: C(Cl)(Cl)(Cl)Cl (CCl4). Run at temperature 70 celsius. Yields the product C(C)(=O)N1N=C(C2=CC=CC=C12)CBr (1-Acetyl-3-bromomethyl-1H-indazole). RXN SMILES: [C:1]([N:4]1[C:12]2[C:7](=[CH:8][CH:9]=[CH:10][CH:11]=2)[C:6]([CH3:13])=[N:5]1)(=[O:3])[CH3:2].[Br:14]N1C(=O)CCC1=O.C(OOC(=O)C1C=CC=CC=1)(=O)C1C=CC=CC=1>C(Cl)(Cl)(Cl)Cl>[C:1]([N:4]1[C:12]2[C:7](=[CH:8][CH:9]=[CH:10][CH:11]=2)[C:6]([CH2:13][Br:14])=[N:5]1)(=[O:3])[CH3:2]. Procedure details: 1-Acetyl-3-methyl-1H-indazole (5.77 g, 33.1 mmol) in CCl4 (150 mL) was treated with N-bromosuccinimide (6.49 g, 36.5 mmol) and benzoyl peroxide (0.80 g, 3.3 mmol) and the mixture was heated at 70° C. for 16 h. The mixture was concentrated and the residue quickly filtered through a plug of flash silica eluting with 0→5% EtOAc in hexane to give the crude title compound contaminated with traces of dibromide and starting material. This was conveniently used directly in subsequent reactions without f...